The task is: describe an organic reaction: reactants, conditions, products, and yield. This data is from the Open Reaction Database (ORD), a public repository of structured organic reaction records. Reactants: FC1=C(C=C(C(=C1)F)F)C=1C=C(C(=O)OC)C=CN1 (Methyl 2-(2,4,5-trifluorophenyl)isonicotinate). Reagents/catalysts: [Pt](=O)=O (platinum(IV) oxide). Run in C(C)(=O)O (acetic acid). Run at time 6 hour. Product: FC1=C(C=C(C(=C1)F)F)C1NCCC(C1)C(=O)OC (methyl 2-(2,4,5-trifluorophenyl)piperidine-4-carboxylate). Yield: 94.9%. RXN SMILES: [F:1][C:2]1[CH:7]=[C:6]([F:8])[C:5]([F:9])=[CH:4][C:3]=1[C:10]1[CH:11]=[C:12]([CH:17]=[CH:18][N:19]=1)[C:13]([O:15][CH3:16])=[O:14]>C(O)(=O)C.[Pt](=O)=O>[F:1][C:2]1[CH:7]=[C:6]([F:8])[C:5]([F:9])=[CH:4][C:3]=1[CH:10]1[CH2:11][CH:12]([C:13]([O:15][CH3:16])=[O:14])[CH2:17][CH2:18][NH:19]1. Procedure details: Methyl 2-(2,4,5-trifluorophenyl)isonicotinate (2.509 g, 9.39 mmol) was dissolved in acetic acid (25 mL) and platinum(IV) oxide (0.107 g, 0.47 mmol) added. The resulting mixture was hydrogenated in a Büchi hydrogenator at room temperature and 5 bar for 6 h. The catalyst was filtered off, washed with MeOH and the eluate evaporated. DCM and 10% K2CO3 were added and the phases separated. The organic layer was washed with brine, passed through a phase separator and evaporated to yield methyl 2-(2,4,5... Starting materials: ClC1=NC=CC(=N1)N1C(OC[C@@H]1C(C)C)=O ((S)-3-(2-chloropyrimidin-4-yl)-4-isopropyloxazolidin-2-one), ClC=1C=C(C=CC1Cl)C(C)N (1-(3,4-dichlorophenyl)ethanamine). Run in CS(=O)C (DMSO), CCOC(=O)C (EtOAc). Yields the product ClC=1C=C(C=CC1Cl)[C@@H](C)NC1=NC=CC(=N1)N1C(OC[C@@H]1C(C)C)=O ((S)-3-(2-((R)-1-(3,4-dichlorophenyl)ethylamino)pyrimidin-4-yl)-4-isopropyloxazolidin-2-one), ClC=1C=C(C=CC1Cl)[C@H](C)NC1=NC=CC(=N1)N1C(OC[C@@H]1C(C)C)=O ((S)-3-(2-((S)-1-(3,4-dichlorophenyl)ethylamino)pyrimidin-4-yl)-4-isopropyloxazolidin-2-one). As a reaction SMILES: Cl[C:2]1[N:7]=[C:6]([N:8]2[C@@H:12]([CH:13]([CH3:15])[CH3:14])[CH2:11][O:10][C:9]2=[O:16])[CH:5]=[CH:4][N:3]=1.[Cl:17][C:18]1[CH:19]=[C:20]([CH:25]([NH2:27])[CH3:26])[CH:21]=[CH:22][C:23]=1[Cl:24]>CS(C)=O.CCOC(C)=O>[Cl:17][C:18]1[CH:19]=[C:20]([C@H:25]([NH:27][C:2]2[N:7]=[C:6]([N:8]3[C@@H:12]([CH:13]([CH3:15])[CH3:14])[CH2:11][O:10][C:9]3=[O:16])[CH:5]=[CH:4][N:3]=2)[CH3:26])[CH:21]=[CH:22][C:23]=1[Cl:24].[Cl:17][C:18]1[CH:19]=[C:20]([C@@H:25]([NH:27][C:2]2[N:7]=[C:6]([N:8]3[C@@H:12]([CH:13]([CH3:15])[CH3:14])[CH2:11][O:10][C:9]3=[O:16])[CH:5]=[CH:4][N:3]=2)[CH3:26])[CH:21]=[CH:22][C:23]=1[Cl:24]. Procedure details: A solution of (S)-3-(2-chloropyrimidin-4-yl)-4-isopropyloxazolidin-2-one (93 mg, 0.38 mmol) and 1-(3,4-dichlorophenyl)ethanamine (73.1 mg, 0.385 mmol, 1.0 equiv) in DMSO (1 mL) was heated at 110° C. for 1½ h. The reaction mixture was diluted with EtOAc (8 mL) and washed with water (30 mL). After separation, the aqueous phase was extracted with EtOAc (3×8 mL). Combined organics were dried over Na2SO4, filtered and concentrated. Silica gel column chromatography (EtOAc/Heptane 10 to 50%) provided (... Reactants: OCC(=O)[C@@H](O)[C@H](O)[C@H](O)CO (fructose). The solvent is O (water). Yields the product O=C[C@H](O)[C@@H](O)[C@H](O)[C@H](O)CO (glucose). As a reaction SMILES: [OH:1][CH2:2][C:3]([C@H:5]([C@@H:7]([C@@H:9]([CH2:11][OH:12])[OH:10])[OH:8])[OH:6])=[O:4]>O>[O:1]=[CH:2][C@@H:3]([C@H:5]([C@@H:7]([C@@H:9]([CH2:11][OH:12])[OH:10])[OH:8])[OH:6])[OH:4]. Procedure: In this way one obtains an enzymatic complex which is soluble in water (at a pH of more than 4.5) and has an enzymatic activity corresponding to 1500 enzyme units per g of complex (an enzyme unit being defined by the amount of fructose, expressed in micromols, produced in 30 minutes, at 50° C, from an 0.66 M glucose solution containing this enzymatic complex in solution. Starting materials: BrC=1C=C2C(=NC1)C1(CN2C2=C(C(=NC3=CC(=CC=C23)F)C2=NC=CC=C2)C)CCOCC1 (6′-bromo-1′-(7-fluoro-3-methyl-2-(pyridin-2-yl)quinolin-4-yl)-1′,2,2′,3,5,6-hexahydrospiro[pyran-4,3′-pyrrolo[3,2-b]pyridine]), CC(C)C1=CC(=C(C(=C1)C(C)C)C2=C(C=CC=C2)P(C3CCCCC3)C4CCCCC4)C(C)C (XPhos), N1CCOCC1 (morpholine), CC(C)([O-])C.[Na+] (sodium tert-butoxide). The reagents and catalysts are C=1C=CC(=CC1)/C=C/C(=O)/C=C/C2=CC=CC=C2.C=1C=CC(=CC1)/C=C/C(=O)/C=C/C2=CC=CC=C2.C=1C=CC(=CC1)/C=C/C(=O)/C=C/C2=CC=CC=C2.[Pd].[Pd] (Pd2dba3). Solvent: C1(=CC=CC=C1)C (toluene). Reaction conditions: temperature 120 celsius. Yields the product FC1=CC=C2C(=C(C(=NC2=C1)C1=NC=CC=C1)C)N1CC2(C3=NC=C(C=C31)N3CCOCC3)CCOCC2 (1′-(7-Fluoro-3-methyl-2-(2-pyridinyl)-4-quinolinyl)-6′-(4-morpholinyl)-1′,2,2′,3,5,6-hexahydrospiro[pyran-4,3′-pyrrolo[3,2-b]pyridine]). RXN SMILES: Br[C:2]1[CH:3]=[C:4]2[N:10]([C:11]3[C:20]4[C:15](=[CH:16][C:17]([F:21])=[CH:18][CH:19]=4)[N:14]=[C:13]([C:22]4[CH:27]=[CH:26][CH:25]=[CH:24][N:23]=4)[C:12]=3[CH3:28])[CH2:9][C:8]3([CH2:33][CH2:32][O:31][CH2:30][CH2:29]3)[C:5]2=[N:6][CH:7]=1.[NH:34]1[CH2:39][CH2:38][O:37][CH2:36][CH2:35]1.CC(C)([O-])C.[Na+].CC(C1C=C(C(C)C)C(C2C=CC=CC=2P(C2CCCCC2)C2CCCCC2)=C(C(C)C)C=1)C>C1(C)C=CC=CC=1.C1C=CC(/C=C/C(/C=C/C2C=CC=CC=2)=O)=CC=1.C1C=CC(/C=C/C(/C=C/C2C=CC=CC=2)=O)=CC=1.C1C=CC(/C=C/C(/C=C/C2C=CC=CC=2)=O)=CC=1.[Pd].[Pd]>[F:21][C:17]1[CH:16]=[C:15]2[C:20]([C:11]([N:10]3[C:4]4[C:5](=[N:6][CH:7]=[C:2]([N:34]5[CH2:39][CH2:38][O:37][CH2:36][CH2:35]5)[CH:3]=4)[C:8]4([CH2:33][CH2:32][O:31][CH2:30][CH2:29]4)[CH2:9]3)=[C:12]([CH3:28])[C:13]([C:22]3[CH:27]=[CH:26][CH:25]=[CH:24][N:23]=3)=[N:14]2)=[CH:19][CH:18]=1 |f:2.3,6.7.8.9.10|. Procedure details: Prepared according to procedure N using 6′-bromo-1′-(7-fluoro-3-methyl-2-(pyridin-2-yl)quinolin-4-yl)-1′,2,2′,3,5,6-hexahydrospiro[pyran-4,3′-pyrrolo[3,2-b]pyridine] (30 mg, 0.059 mmol), Pd2dba3 (5.4 mg, 5.94 μmol), morpholine (5.69 μL, 0.065 mmol), sodium tert-butoxide (11.4 mg, 0.119 mmol) and XPhos (5.66 mg, 0.012 mmol) in toluene (1.5 mL) and heating in the microwave for 1 h at 120° C. After purification 1′-(7-fluoro-3-methyl-2-(2-pyridinyl)-4-quinolinyl)-6′-(4-morpholinyl)-1′,2,2′,3,5,6-hex... The product is C(C1=CC=CC=C1)OC(=O)[C@@H](C)N1OC[C@@H]([C@@H](C1=O)O)O ((αR,4S,5S)-2-(α-Benzoxycarbonylethyl)-4,5-dihydroxy-1,2-oxazinan-3-one). As a reaction SMILES: CC[C@@H]1[C@@H]2C[C@H]([C@@H](OC3C4C(=CC=CC=4)C(O[C@@H](C4C=CN=C5C=4C=C(OC)C=C5)[C@@H]4N5C[C@H](CC)[C@@H](CC5)C4)=NN=3)C3C=CN=C4C=3C=C([O:22]C)C=C4)N(CC2)C1.CS(N)(=O)=O.[CH2:64]([O:71][C:72](=[O:82])[C@H:73]([N:75]1[C:80](=[O:81])C=CC[O:76]1)[CH3:74])[C:65]1[CH:70]=[CH:69][CH:68]=[CH:67][CH:66]=1.S([O-])([O-])=O.[Na+].[Na+].[C:89]([OH:93])([CH3:92])(C)[CH3:90]>O.CC[C@@H]1[C@@H]2C[C@H]([C@@H](OC3C4C(=CC=CC=4)C(O[C@@H](C4C=CN=C5C=4C=C(OC)C=C5)[C@@H]4N5C[C@H](CC)[C@@H](CC5)C4)=NN=3)C3C=CN=C4C=3C=C(OC)C=C4)N(CC2)C1>[CH2:64]([O:71][C:72]([C@H:73]([N:75]1[C:80](=[O:81])[C@@H:90]([OH:22])[C@@H:89]([OH:93])[CH2:92][O:76]1)[CH3:74])=[O:82])[C:65]1[CH:70]=[CH:69][CH:68]=[CH:67][CH:66]=1 |f:3.4.5|. Run at time 14 hour. Reagents/catalysts: CC[C@H]1CN2CC[C@H]1C[C@@H]2[C@H](C3=C4C=C(C=CC4=NC=C3)OC)OC5=NN=C(C6=CC=CC=C65)O[C@H]([C@H]7C[C@@H]8CCN7C[C@@H]8CC)C9=C1C=C(C=CC1=NC=C9)OC ((DHQD)2PHAL). Isolated yield 81.0%. Reactants: K2OsO2(OH)4, CC[C@H]1CN2CC[C@H]1C[C@@H]2[C@H](C3=C4C=C(C=CC4=NC=C3)OC)OC5=NN=C(C6=CC=CC=C65)O[C@H]([C@H]7C[C@@H]8CCN7C[C@@H]8CC)C9=C1C=C(C=CC1=NC=C9)OC (AD-mix-β), C(C1=CC=CC=C1)OC([C@@H](C)N1OCC=CC1=O)=O ((R)-2-(3-Oxo-3,6-dihydro-[1,2]oxazin-2-yl)-propionic acid benzyl ester), S(=O)([O-])[O-].[Na+].[Na+] (Sodium sulfite), C(C)(C)(C)O (tert-butanol), CS(=O)(=O)N (methanesulfonamide). Solvent: O (water). Reported procedure: A mixture of K2OsO2(OH)4 (0.0063 g, 0.017 mmol), (DHQD)2PHAL (0.032 g, 0.041 mmol), and AD-mix-β (1.41 g) was dissolved in a mixture of tert-butanol (5 mL) and water (5 mL). After dissolution of the salts, methanesulfonamide (0.0994 g, 1.04 mmol) was added and the mixture was cooled to −2˜0° C. (R)-2-(α-Benzoxycarbonylethyl)-4,5-dehydro-1,2-oxazinan-3-one (7a) (0.264 g, 1.01 mmol) was added in one portion and the heterogeneous slurry was stirred vigorously for 14 h at −2˜+2° C. Sodium sulfite (1... The reactants are C(C)(C)(C)OC(=O)N(CCOCCOCCOCCOCCC(=O)O)C (3-[2-(2-{2-[2-((tert-butoxycarbonyl)(methyl)amino)ethoxy]ethoxy}ethoxy)ethoxy]propanoic acid), C(C)(=O)O (acetic acid), solution, C[Si](C)(C)C=[N+]=[N-] (trimethylsilyldiazomethane). The solvent is CO (MeOH), CCCCCC (hexane). Conditions: time 2 hour. Yields the product C(C)(C)(C)OC(=O)N(CCOCCOCCOCCOCCC(=O)OC)C (methyl 3-[2-(2-{2-[2-((tert-butoxycarbonyl)(methyl)amino)ethoxy]ethoxy}ethoxy)ethoxy]propanoate). As a reaction SMILES: [CH3:1][Si](C=[N+]=[N-])(C)C.[C:8]([O:12][C:13]([N:15]([CH3:33])[CH2:16][CH2:17][O:18][CH2:19][CH2:20][O:21][CH2:22][CH2:23][O:24][CH2:25][CH2:26][O:27][CH2:28][CH2:29][C:30]([OH:32])=[O:31])=[O:14])([CH3:11])([CH3:10])[CH3:9].C(O)(=O)C>CCCCCC.CO>[C:8]([O:12][C:13]([N:15]([CH3:33])[CH2:16][CH2:17][O:18][CH2:19][CH2:20][O:21][CH2:22][CH2:23][O:24][CH2:25][CH2:26][O:27][CH2:28][CH2:29][C:30]([O:32][CH3:1])=[O:31])=[O:14])([CH3:11])([CH3:10])[CH3:9]. Procedure details: 2 ml of a 2M solution of trimethylsilyldiazomethane in hexane are added to a solution, cooled to 0° C., of 500 mg of 3-[2-(2-{2-[2-((tert-butoxycarbonyl)(methyl)amino)ethoxy]ethoxy}ethoxy)ethoxy]propanoic acid in 4.8 ml of MeOH. After 2 h, the mixture is neutralized by addition of 120 μl of acetic acid and then concentrated under RP, and the residue is purified by flash chromatography on silica (Analogix Super Flash SiO2 SF25-40 g) using a gradient from 0 to 5% of methanol in DCM. 400 mg of meth... The reactants are C(#C)N1C2=C(C=3C=C(C=CC13)C)CN(CC2)C (5-ethynyl-2,8-dimethyl-2,3,4,5-tetrahydro-1H-pyrido[4,3-b]indole), BrC=1N=CSC1 (4-bromo-thiazole), CCCC[N+](CCCC)(CCCC)CCCC.[F-] (TBAF), C([O-])(O)=O (bicarbonate). Run in O (water). Run at temperature 120 celsius. Product: CN1CC2=C(N(C=3C=CC(=CC23)C)C#CC=2N=CSC2)CC1 (2,8-dimethyl-5-thiazol-4-ylethynyl-2,3,4,5-tetrahydro-1H-pyrido[4,3-b]indole). Isolated yield 5.4%. Reaction SMILES: [C:1]([N:3]1[C:11]2[CH:10]=[CH:9][C:8]([CH3:12])=[CH:7][C:6]=2[C:5]2[CH2:13][N:14]([CH3:17])[CH2:15][CH2:16][C:4]1=2)#[CH:2].Br[C:19]1[N:20]=[CH:21][S:22][CH:23]=1.CCCC[N+](CCCC)(CCCC)CCCC.[F-].C(=O)(O)[O-]>O>[CH3:17][N:14]1[CH2:15][CH2:16][C:4]2[N:3]([C:1]#[C:2][C:19]3[N:20]=[CH:21][S:22][CH:23]=3)[C:11]3[CH:10]=[CH:9][C:8]([CH3:12])=[CH:7][C:6]=3[C:5]=2[CH2:13]1 |f:2.3|. Procedure details: A mixture of 5-ethynyl-2,8-dimethyl-2,3,4,5-tetrahydro-1H-pyrido[4,3-b]indole (163 mg, 0.731 mmol), 4-bromo-thiazole (100 mg, 0.60 mmol), dichlorobistriphenylphosphinepalladium(II) (12 mg, 0.01 mmol) and TBAF.3H2O (575 mg, 1.82 mmol) was heated at 80° C. (observed exothermic temperature was 120° C.) for 5 min by microwave. After completion of reaction (monitored by TLC&LCMS), the mixture was poured into water (20 mL) and saturated bicarbonate was added. The mixture was extracted with EtOAc (3×20... Starting materials: COC(=O)C=1C(=C2C=C(C(N(C2=C(N1)C#N)CC1=CC=CC=C1)=O)C)O (1-benzyl-8-cyano-5-hydroxy-3-methyl-2-oxo-1,2-dihydro-[1,7]naphthyridine-6-carboxylic acid methyl ester), NCC(=O)O (glycine), C[O-].[Na+] (NaOMe). Yields the product C(C1=CC=CC=C1)N1C(C(=CC2=C(C(=NC(=C12)C#N)C(=O)NCC(=O)O)O)C)=O ([(1-Benzyl-8-cyano-5-hydroxy-3-methyl-2-oxo-1,2-dihydro-[1,7]naphthyridine-6-carbonyl)-amino]-acetic acid). The yield is 67.7%. RXN SMILES: CO[C:3]([C:5]1[C:6]([OH:26])=[C:7]2[C:12](=[C:13]([C:15]#[N:16])[N:14]=1)[N:11]([CH2:17][C:18]1[CH:23]=[CH:22][CH:21]=[CH:20][CH:19]=1)[C:10](=[O:24])[C:9]([CH3:25])=[CH:8]2)=[O:4].[NH2:27][CH2:28][C:29]([OH:31])=[O:30].C[O-].[Na+]>>[CH2:17]([N:11]1[C:12]2[C:7](=[C:6]([OH:26])[C:5]([C:3]([NH:27][CH2:28][C:29]([OH:31])=[O:30])=[O:4])=[N:14][C:13]=2[C:15]#[N:16])[CH:8]=[C:9]([CH3:25])[C:10]1=[O:24])[C:18]1[CH:23]=[CH:22][CH:21]=[CH:20][CH:19]=1 |f:2.3|. Procedure: A mixture of 1-benzyl-8-cyano-5-hydroxy-3-methyl-2-oxo-1,2-dihydro-[1,7]naphthyridine-6-carboxylic acid methyl ester (100 mg, 0.29 mmol), glycine (2.86 g, 38 mmol) and NaOMe solution (57 mL, 29 mmol, 0.5M in MeOH) was refluxed for 16 h. After the mixture was cooled to r.t., the solvent was evaporated in vacuo. The residue was dissolved in saturated NaHCO3 and washed with ether. The aqueous layer was acidified to pH 2 with 4M HCl, and the resulting mixture was extracted with EtOAc. The organic la... Starting materials: NC1=CC=C2C(=N1)C(=CN2)C2CCN(CC2)CCC2=CC=CC=C2 (5-amino-3-(1-(2-phenyleth-1-yl)piperidin-4-yl)pyrrolo[3,2-b]pyridine), C(C)(=O)Cl (acetyl chloride). The product is C(C1=CC=CC=C1)(=O)NC1=CC=C2C(=N1)C(=CN2)C2CCN(CC2)CCC2=CC=CC=C2 (5-(N-[benzoyl]amino)-3-(1-(2-phenyleth-1-yl)piperidin-4-yl)pyrrolo[3,2-b]pyridine). Reaction SMILES: [NH2:1][C:2]1[N:7]=[C:6]2[C:8]([CH:11]3[CH2:16][CH2:15][N:14]([CH2:17][CH2:18][C:19]4[CH:24]=[CH:23][CH:22]=[CH:21][CH:20]=4)[CH2:13][CH2:12]3)=[CH:9][NH:10][C:5]2=[CH:4][CH:3]=1.[C:25](Cl)(=[O:27])[CH3:26]>>[C:25]([NH:1][C:2]1[N:7]=[C:6]2[C:8]([CH:11]3[CH2:16][CH2:15][N:14]([CH2:17][CH2:18][C:19]4[CH:24]=[CH:23][CH:22]=[CH:21][CH:20]=4)[CH2:13][CH2:12]3)=[CH:9][NH:10][C:5]2=[CH:4][CH:3]=1)(=[O:27])[C:26]1[CH:6]=[CH:5][CH:4]=[CH:3][CH:2]=1. Reported procedure: Beginning with 0.015 gm (0.047 mMol) 5-amino-3-(1-(2-phenyleth-1-yl)piperidin-4-yl)pyrrolo[3,2-b]pyridine and 0.007 mL (0.061 mMol) acetyl chloride, the title compound was prepared essentially by the procedure described in Example 7. Starting materials: CN1C(=NC=C1)CN(CC(=O)OC(C)(C)C)CCC1=CC=C(C=C1)S(N)(=O)=O (tert-butyl 2-(((1-methyl-1H-imidazol-2-yl)methyl)(4-sulfamoylphenethyl)amino)acetate). Run in C(Cl)Cl (DCM), C(=O)(C(F)(F)F)O (TFA). The product is CN1C(=NC=C1)CN(CC(=O)O)CCC1=CC=C(C=C1)S(N)(=O)=O (2-(((1-methyl-1H-imidazol-2-yl)methyl)(4-sulfamoylphenethyl)amino)acetic acid). Reaction SMILES: [CH3:1][N:2]1[CH:6]=[CH:5][N:4]=[C:3]1[CH2:7][N:8]([CH2:17][CH2:18][C:19]1[CH:24]=[CH:23][C:22]([S:25](=[O:28])(=[O:27])[NH2:26])=[CH:21][CH:20]=1)[CH2:9][C:10]([O:12]C(C)(C)C)=[O:11]>C(Cl)Cl.C(O)(C(F)(F)F)=O>[CH3:1][N:2]1[CH:6]=[CH:5][N:4]=[C:3]1[CH2:7][N:8]([CH2:17][CH2:18][C:19]1[CH:24]=[CH:23][C:22]([S:25](=[O:27])(=[O:28])[NH2:26])=[CH:21][CH:20]=1)[CH2:9][C:10]([OH:12])=[O:11]. Procedure: To a solution tert-butyl 2-(((1-methyl-1H-imidazol-2-yl)methyl)(4-sulfamoylphenethyl)amino)acetate (110 mg, 0.27 mmol) in DCM (3.0 mL) and TFA (3.0 mL) was stirred at room temperature for overnight. Solvent was removed under reduced pressure to give 2-(((1-methyl-1H-imidazol-2-yl)methyl)(4-sulfamoylphenethyl)amino)acetic acid. A solution of 2-(((1-methyl-1H-imidazol-2-yl)methyl)(4-sulfamoylphenethyl)amino) acetic acid, [NEt4]2[ReBr3(CO)3] (270 mg, 0.35 mmol) and K2CO3 (78 mg) in MeOH (6.0 mL) wa...